From a dataset of the Open Reaction Database (ORD), a public repository of structured organic reaction records. describe an organic reaction: reactants, conditions, products, and yield The reactants are C(C)(C)C1=CC=C(C=C1)C=1C=C(C=NC1)C=1C=C(C(=O)OCC)C=CC1 (ethyl 3-[5-(4-isopropyl-phenyl)-pyridin-3-yl]-benzoate), O.[OH-].[Li+] (lithium hydroxide hydrate), Cl (HCl). Run in CO.O (methanol water). Run at temperature 45 celsius. Product: C(C)(C)C1=CC=C(C=C1)C=1C=C(C=NC1)C=1C=C(C(=O)O)C=CC1 (3-[5-(4-Isopropyl-phenyl)-pyridin-3-yl]-benzoic acid). Isolated yield 87.1%. As a reaction SMILES: [CH:1]([C:4]1[CH:9]=[CH:8][C:7]([C:10]2[CH:11]=[C:12]([C:16]3[CH:17]=[C:18]([CH:24]=[CH:25][CH:26]=3)[C:19]([O:21]CC)=[O:20])[CH:13]=[N:14][CH:15]=2)=[CH:6][CH:5]=1)([CH3:3])[CH3:2].O.[OH-].[Li+].Cl>CO.O>[CH:1]([C:4]1[CH:5]=[CH:6][C:7]([C:10]2[CH:11]=[C:12]([C:16]3[CH:17]=[C:18]([CH:24]=[CH:25][CH:26]=3)[C:19]([OH:21])=[O:20])[CH:13]=[N:14][CH:15]=2)=[CH:8][CH:9]=1)([CH3:3])[CH3:2] |f:1.2.3,5.6|. Procedure details: Part C. A solution of ethyl 3-[5-(4-isopropyl-phenyl)-pyridin-3-yl]-benzoate (100 mg) in methanol-water (3 mL/1 mL) is treated with lithium hydroxide hydrate (50 mg), and the solution is heated to 40-50° C. for 12 h. After cooling, the solution is neutralized to pH 7 with 3 N HCl and extracted with ethyl acetate. The extract is washed with brine, dried over sodium sulfate, filtered and evaporated to afford the title compound as a powder (80 mg, 87%), m.p. 155-156° C. 1H NMR (300 MHz, CDCl3): δ 8... The reactants are CC(=O)O, Cl, CCOC(=O)CCCCCn1c2ccccc2c(=O)c2ccccc21. The product is O=C(O)CCCCCn1c2ccccc2c(=O)c2ccccc21. RXN SMILES: [CH3:27][C:28](=[O:29])[OH:30].[ClH:26].[O:1]=[c:2]1[c:3]2[cH:4][cH:5][cH:6][cH:7][c:8]2[n:9]([CH2:16][CH2:17][CH2:18][CH2:19][CH2:20][C:21](=[O:22])[O:23][CH2:24][CH3:25])[c:10]2[cH:11][cH:12][cH:13][cH:14][c:15]12>>[O:1]=[c:2]1[c:3]2[cH:4][cH:5][cH:6][cH:7][c:8]2[n:9]([CH2:16][CH2:17][CH2:18][CH2:19][CH2:20][C:21](=[O:22])[OH:23])[c:10]2[cH:11][cH:12][cH:13][cH:14][c:15]12. Starting materials: ClC1=C(C=CC=C1)C(C#N)CCN1CCCCC1 (α-(2-chlorophenyl)-1-piperidine butanenitrile), Cl.ClCCN(CC1=CC=CC=C1)C(C)C (N-(2-chloroethyl)-N-(1-methylethyl)benzenemethanamine, monohydrochloride). Solvent: CS(=O)C (dimethyl sulfoxide). Yields the product ClC1=C(C=CC=C1)C(C#N)(CCN1CCCCC1)CCN(CC1=CC=CC=C1)C(C)C (α-(2-chlorophenyl)-α-[2-[(1-methylethyl) (phenylmethyl)amino]ethyl]-1-piperidinebutane nitrile). Reaction SMILES: [Cl:1][C:2]1[CH:7]=[CH:6][CH:5]=[CH:4][C:3]=1[CH:8]([CH2:11][CH2:12][N:13]1[CH2:18][CH2:17][CH2:16][CH2:15][CH2:14]1)[C:9]#[N:10].Cl.Cl[CH2:21][CH2:22][N:23]([CH:31]([CH3:33])[CH3:32])[CH2:24][C:25]1[CH:30]=[CH:29][CH:28]=[CH:27][CH:26]=1>CS(C)=O>[Cl:1][C:2]1[CH:7]=[CH:6][CH:5]=[CH:4][C:3]=1[C:8]([CH2:21][CH2:22][N:23]([CH:31]([CH3:32])[CH3:33])[CH2:24][C:25]1[CH:30]=[CH:29][CH:28]=[CH:27][CH:26]=1)([CH2:11][CH2:12][N:13]1[CH2:18][CH2:17][CH2:16][CH2:15][CH2:14]1)[C:9]#[N:10] |f:1.2|. Procedure: alkylating α-(2-chlorophenyl)-1-piperidine butanenitrile with N-(2-chloroethyl)-N-(1-methylethyl)benzenemethanamine, monohydrochloride in the presence of base and dimethyl sulfoxide to give α-(2-chlorophenyl)-α-[2-[(1-methylethyl) (phenylmethyl)amino]ethyl]-1-piperidinebutane nitrile; Reactants: C1CCOC1, [Li+], O, [c-]1cccc2ccccc12, O=Cc1cc(OC(F)(F)F)ccc1OC1(Sc2ccccc2)CC1. The product is O=Cc1cc(OC(F)(F)F)ccc1OC1CC1. As a reaction SMILES: [CH2:37]1[O:38][CH2:39][CH2:40][CH2:41]1.[Li+:35].[OH2:36].[c-:25]1[c:26]2[c:27]([cH:28][cH:29][cH:30][cH:31]2)[cH:32][cH:33][cH:34]1.[c:1]1([S:2][C:8]2([O:11][c:12]3[c:13]([CH:14]=[O:15])[cH:16][c:17]([O:20][C:21]([F:22])([F:23])[F:24])[cH:18][cH:19]3)[CH2:9][CH2:10]2)[cH:3][cH:4][cH:5][cH:6][cH:7]1>>[CH:8]1([O:11][c:12]2[c:13]([CH:14]=[O:15])[cH:16][c:17]([O:20][C:21]([F:22])([F:23])[F:24])[cH:18][cH:19]2)[CH2:9][CH2:10]1. The reactants are BrCc1ccccc1, O=C([O-])[O-], CC(C)=O, OCc1cc(Cl)ccc1O, [K+], [K+]. Yields the product OCc1cc(Cl)ccc1OCc1ccccc1. RXN SMILES: [Br:11][CH2:12][c:13]1[cH:14][cH:15][cH:16][cH:17][cH:18]1.[C:19](=[O:20])([O-:21])[O-:22].[CH3:25][C:26](=[O:27])[CH3:28].[Cl:1][c:2]1[cH:3][c:4]([CH2:9][OH:10])[c:5]([OH:8])[cH:6][cH:7]1.[K+:23].[K+:24]>>[Cl:1][c:2]1[cH:3][c:4]([CH2:9][OH:10])[c:5]([O:8][CH2:12][c:13]2[cH:14][cH:15][cH:16][cH:17][cH:18]2)[cH:6][cH:7]1. The reactants are ClP(Cl)(Cl)(Cl)Cl, ClCCl, O=C(Nc1ccc(F)nc1)C1CC1. Yields the product Fc1ccc(N=C(Cl)C2CC2)cn1. Reaction SMILES: [Cl:14][P:15]([Cl:16])([Cl:17])([Cl:18])[Cl:19].[Cl:20][CH2:21][Cl:22].[F:1][c:2]1[n:3][cH:4][c:5]([NH:8][C:9](=[O:10])[CH:11]2[CH2:12][CH2:13]2)[cH:6][cH:7]1>>[F:1][c:2]1[n:3][cH:4][c:5]([N:8]=[C:9]([CH:11]2[CH2:12][CH2:13]2)[Cl:14])[cH:6][cH:7]1.